This data is from the Open Reaction Database (ORD), a public repository of structured organic reaction records. The task is: describe an organic reaction: reactants, conditions, products, and yield The reactants are compound 759, ClC=1C=C(CN(C(=O)C=2CN(C(C2O)=O)CCN2CCNCC2)C)C=CC1Cl (4-hydroxy-5-oxo-1-(2-piperazin-1-yl-ethyl)-2,5-dihydro-1H-pyrrole-3-carboxylic acid (3,4-dichloro-benzyl)-methyl-amide), CN(S(=O)(=O)Cl)C (dimethylsulfamoyl chloride). The product is ClC=1C=C(CN(C(=O)C=2CN(C(C2O)=O)CCN2CCN(CC2)S(N(C)C)(=O)=O)C)C=CC1Cl (1-[2-(4-Dimethylsulfamoyl-piperazin-1-yl)-ethyl]-4-hydroxy-5-oxo-2,5-dihydro-1H-pyrrole-3-carboxylic acid (3,4-dichloro-benzyl)-methyl-amide), solid. Yield: 19.0%. As a reaction SMILES: [Cl:1][C:2]1[CH:3]=[C:4]([CH:25]=[CH:26][C:27]=1[Cl:28])[CH2:5][N:6]([CH3:24])[C:7]([C:9]1[CH2:10][N:11]([CH2:16][CH2:17][N:18]2[CH2:23][CH2:22][NH:21][CH2:20][CH2:19]2)[C:12](=[O:15])[C:13]=1[OH:14])=[O:8].[CH3:29][N:30]([CH3:35])[S:31](Cl)(=[O:33])=[O:32]>>[Cl:1][C:2]1[CH:3]=[C:4]([CH:25]=[CH:26][C:27]=1[Cl:28])[CH2:5][N:6]([CH3:24])[C:7]([C:9]1[CH2:10][N:11]([CH2:16][CH2:17][N:18]2[CH2:19][CH2:20][N:21]([S:31](=[O:33])(=[O:32])[N:30]([CH3:35])[CH3:29])[CH2:22][CH2:23]2)[C:12](=[O:15])[C:13]=1[OH:14])=[O:8]. Procedure: Compound 765 was prepared from 4-hydroxy-5-oxo-1-(2-piperazin-1-yl-ethyl)-2,5-dihydro-1H-pyrrole-3-carboxylic acid (3,4-dichloro-benzyl)-methyl-amide and dimethylsulfamoyl chloride using the method described for compound 759. The title compound was purified by preparative HPLC (C18, ODS-A, S-75 μm, 30% acetonitrile/water/0.5% HCl) and isolated as a brown solid (0.0231 g, 19% yield). HRMS (M+H) calcd for C21H30N5Cl2O5S: 534.13448. found: 534.1322.